Dataset: the Open Reaction Database (ORD), a public repository of structured organic reaction records. Task: describe an organic reaction: reactants, conditions, products, and yield Starting materials: hydrochloride salt, O (water), C1(=CC=CC=C1)N=C=O (phenylisocyanate), N=C1N(CCCC1)C (2-imino-1-methylpiperidine), [OH-].[Na+] (NaOH). Solvent: C1=CC=CC=C1 (benzene). The product is C1(=CC=CC=C1)NC(=O)N=C1N(CCCC1)C (1-phenyl-3-(1-methyl-2-piperidylidene)urea). RXN SMILES: [NH:1]=[C:2]1[CH2:7][CH2:6][CH2:5][CH2:4][N:3]1[CH3:8].[OH-].[Na+].O.[C:12]1([N:18]=[C:19]=[O:20])[CH:17]=[CH:16][CH:15]=[CH:14][CH:13]=1>C1C=CC=CC=1>[C:12]1([NH:18][C:19]([N:1]=[C:2]2[CH2:7][CH2:6][CH2:5][CH2:4][N:3]2[CH3:8])=[O:20])[CH:17]=[CH:16][CH:15]=[CH:14][CH:13]=1 |f:1.2|. Procedure: The hydrochloride salt of 2-imino-1-methylpiperidine (7.43 g.; 0.05 mole) is converted to free base by adding 5 mls. of 50% NaOH to an aqueous slurry (using a minimal amount of water) of the salt and then extracting with benzene. After drying over K2CO3 the benzene solution is stirred at room temperature and 5.96 g. (0.05 mole) of phenylisocyanate, dissolved in anhydrous benzene, is added dropwise. Cloudiness occurs and eventually solid precipitates from the solution. The reaction mixture is sti...